From a dataset of the Open Reaction Database (ORD), a public repository of structured organic reaction records. describe an organic reaction: reactants, conditions, products, and yield Starting materials: CN(Cc1ccccc1)C(=O)C(Cc1ccc2ccccc2c1)NC(=O)OC(C)(C)C, C=CCBr, C1CCOC1, [Cl-], [H-], [NH4+], [Na+], CN(C)C=O. Yields the product C=CCN(C(=O)OC(C)(C)C)C(Cc1ccc2ccccc2c1)C(=O)N(C)Cc1ccccc1. Reaction SMILES: [CH2:1]([c:2]1[cH:3][cH:4][cH:5][cH:6][cH:7]1)[N:8]([C:9]([CH:10]([CH2:11][c:12]1[cH:13][c:14]2[cH:15][cH:16][cH:17][cH:18][c:19]2[cH:20][cH:21]1)[NH:22][C:23](=[O:24])[O:25][C:26]([CH3:27])([CH3:28])[CH3:29])=[O:30])[CH3:31].[CH2:34]([CH:35]=[CH2:36])[Br:37].[CH2:40]1[O:41][CH2:42][CH2:43][CH2:44]1.[Cl-:38].[H-:32].[NH4+:39].[Na+:33].[O:45]=[CH:46][N:47]([CH3:48])[CH3:49]>>[CH2:1]([c:2]1[cH:3][cH:4][cH:5][cH:6][cH:7]1)[N:8]([C:9]([CH:10]([CH2:11][c:12]1[cH:13][c:14]2[cH:15][cH:16][cH:17][cH:18][c:19]2[cH:20][cH:21]1)[N:22]([C:23](=[O:24])[O:25][C:26]([CH3:27])([CH3:28])[CH3:29])[CH2:36][CH:35]=[CH2:34])=[O:30])[CH3:31]. Starting materials: CC(=O)O[BH-](OC(C)=O)OC(C)=O, CCNCC, C1CCOC1, CC(=O)O, Cc1cc(C(=O)O)sc1C=O, [Na+]. The product is CCN(CC)Cc1sc(C(=O)O)cc1C. Reaction SMILES: [C:21]([O:22][BH-:23]([O:24][C:25](=[O:26])[CH3:27])[O:28][C:29](=[O:30])[CH3:31])(=[O:32])[CH3:33].[CH2:12]([CH3:13])[NH:14][CH2:15][CH3:16].[CH2:35]1[O:36][CH2:37][CH2:38][CH2:39]1.[CH3:17][C:18](=[O:19])[OH:20].[CH:1](=[O:2])[c:3]1[c:4]([CH3:11])[cH:5][c:6]([C:8](=[O:9])[OH:10])[s:7]1.[Na+:34]>>[CH2:1]([c:3]1[c:4]([CH3:11])[cH:5][c:6]([C:8](=[O:9])[OH:10])[s:7]1)[N:14]([CH2:12][CH3:13])[CH2:15][CH3:16]. Starting materials: ClN1C(CCC1=O)=O (1-Chloro-2,5-pyrrolidinedione), ClCCCl (1,2-dichloroethane), C1(CC1)CNC1=C(C(=O)O)C=CC=N1 (2-[(cyclopropylmethyl)amino]nicotinic acid). The solvent is CN(C)C=O (DMF). Run at time 1 day. The product is ClC=1C=NC(=C(C(=O)O)C1)NCC1CC1 (5-chloro-2-[(cyclopropylmethyl)amino]nicotinic acid). Reaction SMILES: ClN1C(=O)CCC1=O.Cl[CH2:10][CH2:11][Cl:12].[CH:13]1([CH2:16][NH:17][C:18]2[N:26]=[CH:25]C=C[C:19]=2[C:20]([OH:22])=[O:21])[CH2:15][CH2:14]1>CN(C=O)C>[Cl:12][C:11]1[CH:25]=[N:26][C:18]([NH:17][CH2:16][CH:13]2[CH2:14][CH2:15]2)=[C:19]([CH:10]=1)[C:20]([OH:22])=[O:21]. Reported procedure: 1-Chloro-2,5-pyrrolidinedione was added at room temperature to a 1,2-dichloroethane and DMF solution of 2-[(cyclopropylmethyl)amino]nicotinic acid, followed by stirring for 1 day. By post-treating the reaction liquid, 5-chloro-2-[(cyclopropylmethyl)amino]nicotinic acid was obtained. The reactants are COc1cc(Br)ccc1-n1cnc(C)c1, Nc1ncn(Cc2cccc(C(F)(F)F)c2)n1. The product is COc1cc(Nc2ncn(Cc3cccc(C(F)(F)F)c3)n2)ccc1-n1cnc(C)c1. Reaction SMILES: [Br:1][c:2]1[cH:3][c:4]([O:14][CH3:15])[c:5](-[n:8]2[cH:9][n:10][c:11]([CH3:13])[cH:12]2)[cH:6][cH:7]1.[F:16][C:17]([c:18]1[cH:19][c:20]([CH2:21][n:22]2[n:23][c:24]([NH2:27])[n:25][cH:26]2)[cH:28][cH:29][cH:30]1)([F:31])[F:32]>>[c:2]1([NH:27][c:24]2[n:23][n:22]([CH2:21][c:20]3[cH:19][c:18]([C:17]([F:16])([F:31])[F:32])[cH:30][cH:29][cH:28]3)[cH:26][n:25]2)[cH:3][c:4]([O:14][CH3:15])[c:5](-[n:8]2[cH:9][n:10][c:11]([CH3:13])[cH:12]2)[cH:6][cH:7]1. The reactants are N1(CCOCC1)C(=O)C1=CC(=CC=C1)[N+](=O)[O-] (Morpholin-4-yl-(3-nitro-phenyl)-methanone), C(C)O (Ethanol), [H][H] (hydrogen). Reagents/catalysts: [Pd] (Palladium on Carbon). Product: NC=1C=C(C=CC1)C(=O)N1CCOCC1 ((3-Amino-phenyl)-morpholin-4-yl-methanone). RXN SMILES: [N:1]1([C:7]([C:9]2[CH:14]=[CH:13][CH:12]=[C:11]([N+:15]([O-])=O)[CH:10]=2)=[O:8])[CH2:6][CH2:5][O:4][CH2:3][CH2:2]1.C(O)C.[H][H]>[Pd]>[NH2:15][C:11]1[CH:10]=[C:9]([C:7]([N:1]2[CH2:2][CH2:3][O:4][CH2:5][CH2:6]2)=[O:8])[CH:14]=[CH:13][CH:12]=1. Procedure details: Morpholin-4-yl-(3-nitro-phenyl)-methanone (2.74 g, 11.6 mmol) was dissolved in Ethanol (30.0 mL, 514 mmol) and the solution was carefully added to a Parr vessel containing 10% Palladium on Carbon (0.750 g, 56.2 mmol) under nitrogen. The mixture was then placed on a Parr hydrogenation apparatus and was allowed to shake at 55 psi until uptake of hydrogen ceased. The catalyst was then filtered to afford (3-Amino-phenyl)-morpholin-4-yl-methanone without further purification. (M+H)=207.6. Starting materials: [N+](=O)([O-])C=1C=C(C=CC1)N1C(NCC1=O)=O (3-(3-nitrophenyl)-2,4-imidazolidinedione). The reagents and catalysts are [Pd] (Pd/C). Solvent: CO (methanol). Conditions: time 2 hour. Product: NC=1C=C(C=CC1)N1C(NCC1=O)=O (3-(3-Aminophenyl)-2,4-imidazolidinedione). The yield is 99.4%. RXN SMILES: [N+:1]([C:4]1[CH:5]=[C:6]([N:10]2[C:14](=[O:15])[CH2:13][NH:12][C:11]2=[O:16])[CH:7]=[CH:8][CH:9]=1)([O-])=O>[Pd].CO>[NH2:1][C:4]1[CH:5]=[C:6]([N:10]2[C:14](=[O:15])[CH2:13][NH:12][C:11]2=[O:16])[CH:7]=[CH:8][CH:9]=1. Reported procedure: A solution of 3-(3-nitrophenyl)-2,4-imidazolidinedione (4.4 g, 20 mmol) and methanol (100 mL) was treated with 10% Pd/C (1.0 g) and placed under H2 (40 psi) for 2 h. The mixture was then filtered through celite and concentrated to afford the title compound (3.8 g). Reactants: CC(C)=O, CCOC(C)=O, ClCCl, CC(C)=CCN(c1ccc(OCc2ccccc2)cc1)C1CCN(C(=O)C(N)CC(C)C)CC1. Yields the product CC(C)=CCN(c1ccc(OCc2ccccc2)cc1)C1CCN(C(=O)C(CC(C)C)NC(C)C)CC1. RXN SMILES: [CH3:35][C:36]([CH3:37])=[O:38].[CH3:42][CH2:43][O:44][C:45]([CH3:46])=[O:47].[Cl:39][CH2:40][Cl:41].[NH2:1][CH:2]([C:3](=[O:4])[N:5]1[CH2:6][CH2:7][CH:8]([N:11]([CH2:12][CH:13]=[C:14]([CH3:15])[CH3:16])[c:17]2[cH:18][cH:19][c:20]([O:23][CH2:24][c:25]3[cH:26][cH:27][cH:28][cH:29][cH:30]3)[cH:21][cH:22]2)[CH2:9][CH2:10]1)[CH2:31][CH:32]([CH3:33])[CH3:34]>>[NH:1]([CH:2]([C:3](=[O:4])[N:5]1[CH2:6][CH2:7][CH:8]([N:11]([CH2:12][CH:13]=[C:14]([CH3:15])[CH3:16])[c:17]2[cH:18][cH:19][c:20]([O:23][CH2:24][c:25]3[cH:26][cH:27][cH:28][cH:29][cH:30]3)[cH:21][cH:22]2)[CH2:9][CH2:10]1)[CH2:31][CH:32]([CH3:33])[CH3:34])[CH:36]([CH3:35])[CH3:37].